Dataset: the Open Reaction Database (ORD), a public repository of structured organic reaction records. Task: describe an organic reaction: reactants, conditions, products, and yield Starting materials: Clc1ccc(C2(Cn3cncn3)CO2)c(Cl)c1, C1COCCO1, Cn1ccnc1S. The product is Cn1ccnc1SCC(O)(Cn1cncn1)c1ccc(Cl)cc1Cl. RXN SMILES: [Cl:1][c:2]1[c:3]([C:9]2([CH2:12][n:13]3[n:14][cH:15][n:16][cH:17]3)[O:10][CH2:11]2)[cH:4][cH:5][c:6]([Cl:8])[cH:7]1.[O:25]1[CH2:26][CH2:27][O:28][CH2:29][CH2:30]1.[SH:18][c:19]1[n:20]([CH3:24])[cH:21][cH:22][n:23]1>>[Cl:1][c:2]1[c:3]([C:9]([OH:10])([CH2:11][S:18][c:19]2[n:20]([CH3:24])[cH:21][cH:22][n:23]2)[CH2:12][n:13]2[n:14][cH:15][n:16][cH:17]2)[cH:4][cH:5][c:6]([Cl:8])[cH:7]1. The reactants are CN1C(OC(C2=C1C=CS2)=O)=O (1-Methyl-1H-thieno(3,2-d)(1,3)oxazine-2,4-dione), N (ammonia). Run in O1CCCC1 (tetrahydrofuran). Conditions: temperature 0 celsius, time 30 minute. The product is CNC1=C(SC=C1)C(=O)N (3-Methylamino-thiophene-2-carboxylic acid amide). RXN SMILES: [CH3:1][N:2]1[C:7]2[CH:8]=[CH:9][S:10][C:6]=2[C:5](=O)[O:4]C1=O.[NH3:13]>O1CCCC1>[CH3:1][NH:2][C:7]1[CH:8]=[CH:9][S:10][C:6]=1[C:5]([NH2:13])=[O:4]. Procedure: 2.60 g (14.2 mmol) 1-Methyl-1H-thieno(3,2-d)(1,3)oxazine-2,4-dione were dissolved in 30 ml tetrahydrofuran and 15.0 ml ammonia (25%) were added at 0° C. The solution was stirred for 30 min at 0° C. and for 30 min at room temperature. THF was distilled under vacuum and the remaining suspension was neutralized with diluted hydrogen chloride acid. The product was isolated by filtration. Starting materials: CCOc1ccc(-c2cc(C(F)(F)F)cc(C(F)(F)F)c2)cc1C(=O)O, Cc1noc(C(N)Cc2ccc(-c3ccc(F)c(Cl)c3)cc2)n1. RXN SMILES: [CH2:24]([CH3:25])[O:26][c:27]1[c:28]([C:47](=[O:48])[OH:49])[cH:29][c:30](-[c:33]2[cH:34][c:35]([C:43]([F:44])([F:45])[F:46])[cH:36][c:37]([C:39]([F:40])([F:41])[F:42])[cH:38]2)[cH:31][cH:32]1.[Cl:1][c:2]1[cH:3][c:4](-[c:9]2[cH:10][cH:11][c:12]([CH2:15][CH:16]([c:17]3[n:18][c:19]([CH3:22])[n:20][o:21]3)[NH2:23])[cH:13][cH:14]2)[cH:5][cH:6][c:7]1[F:8]>>[Cl:1][c:2]1[cH:3][c:4](-[c:9]2[cH:10][cH:11][c:12]([CH2:15][CH:16]([c:17]3[n:18][c:19]([CH3:22])[n:20][o:21]3)[NH:23][C:47]([c:28]3[c:27]([O:26][CH2:24][CH3:25])[cH:32][cH:31][c:30](-[c:33]4[cH:34][c:35]([C:43]([F:44])([F:45])[F:46])[cH:36][c:37]([C:39]([F:40])([F:41])[F:42])[cH:38]4)[cH:29]3)=[O:48])[cH:13][cH:14]2)[cH:5][cH:6][c:7]1[F:8]. The product is CCOc1ccc(-c2cc(C(F)(F)F)cc(C(F)(F)F)c2)cc1C(=O)NC(Cc1ccc(-c2ccc(F)c(Cl)c2)cc1)c1nc(C)no1. Reactants: C(C)OC=1N(C(C=C(N1)C(F)(F)F)=O)C1=C(C=C(C(=C1)OC(C)C)Br)F (2-ethoxy-1-(4-bromo-2-fluoro-5-isopropoxyphenyl)-4-trifluoromethyl-6(1H)-pyrimidinone), S(O)(O)(=O)=O (sulphuric acid). The product is C(C)OC=1N(C(C=C(N1)C(F)(F)F)=O)C1=C(C=C(C(=C1)O)Br)F (2-ethoxy-1-(4-bromo-2-fluoro-5-hydroxyphenyl)-4-trifluoromethyl-6(1H)-pyrimidinone). RXN SMILES: [CH2:1]([O:3][C:4]1[N:5]([C:15]2[CH:20]=[C:19]([O:21]C(C)C)[C:18]([Br:25])=[CH:17][C:16]=2[F:26])[C:6](=[O:14])[CH:7]=[C:8]([C:10]([F:13])([F:12])[F:11])[N:9]=1)[CH3:2].S(=O)(=O)(O)O>>[CH2:1]([O:3][C:4]1[N:5]([C:15]2[CH:20]=[C:19]([OH:21])[C:18]([Br:25])=[CH:17][C:16]=2[F:26])[C:6](=[O:14])[CH:7]=[C:8]([C:10]([F:13])([F:11])[F:12])[N:9]=1)[CH3:2]. Procedure details: using 2-ethoxy-1-(4-bromo-2-fluoro-5-isopropoxyphenyl)-4-trifluoromethyl-6(1H)-pyrimidinone with concentrated sulphuric acid during 2 minutes at 0° C. there is obtained 2-ethoxy-1-(4-bromo-2-fluoro-5-hydroxyphenyl)-4-trifluoromethyl-6(1H)-pyrimidinone, m.p. 160°-161° C. Starting materials: C(=O)C=O (glyoxal), O (water), N (NH3), C(C)(C)[Mg]Cl (isopropyl magnesium chloride), ClC1=NC=C(C(=O)NC2=CC=C(C=C2)OC(F)(F)F)C=C1I (6-chloro-5-iodo-N-(4-(trifluoromethoxy)phenyl)nicotinamide), [NH4+].[Cl-] (NH4Cl), CN(C)C=O (DMF). The solvent is C1CCOC1 (THF), C1CCOC1 (THF). Reaction conditions: temperature -75 celsius, time 30 minute. Yields the product ClC1=NC=C(C(=O)NC2=CC=C(C=C2)OC(F)(F)F)C=C1C=1NC=CN1 (6-Chloro-5-(1H-imidazol-2-yl)-N-(4-(trifluoromethoxy)phenyl)nicotinamide). As a reaction SMILES: [CH:1]([Mg]Cl)([CH3:3])C.[Cl:6][C:7]1[C:26](I)=[CH:25][C:10]([C:11]([NH:13][C:14]2[CH:19]=[CH:18][C:17]([O:20][C:21]([F:24])([F:23])[F:22])=[CH:16][CH:15]=2)=[O:12])=[CH:9][N:8]=1.C[N:29]([CH:31]=O)C.[NH4+:33].[Cl-].C(C=O)=O.O.N>C1COCC1>[Cl:6][C:7]1[C:26]([C:31]2[NH:29][CH:1]=[CH:3][N:33]=2)=[CH:25][C:10]([C:11]([NH:13][C:14]2[CH:19]=[CH:18][C:17]([O:20][C:21]([F:24])([F:23])[F:22])=[CH:16][CH:15]=2)=[O:12])=[CH:9][N:8]=1 |f:3.4|. Procedure details: A solution of isopropyl magnesium chloride 2 M in THF (2.5 mL, 5 mmol) was added dropwise to a solution of 6-chloro-5-iodo-N-(4-(trifluoromethoxy)phenyl)nicotinamide (Stage 32.2, 885 mg, 2 mmol) in THF (15 mL) at a temperature between −70 and −85° C. under an argon atmosphere. The RM was then stirred at between −45 and −40° C. for 30 min, then cooled to −75° C. and treated dropwise with DMF (0.465 mL, 6.00 mmol). The RM allowed to slowly warm to RT, then treated with NH4Cl aq. solution (15 mL) a... The reactants are O=C(Cl)N(C1CCCCC1)C1CCCCC1, NC(=O)NCC(F)(F)F. Reaction SMILES: [CH:1]1([N:7]([C:8](=[O:9])[Cl:10])[CH:11]2[CH2:12][CH2:13][CH2:14][CH2:15][CH2:16]2)[CH2:2][CH2:3][CH2:4][CH2:5][CH2:6]1.[F:17][C:18]([CH2:19][NH:20][C:21](=[O:22])[NH2:23])([F:24])[F:25]>>[CH:1]1([N:7]([C:8](=[O:9])[NH:23][C:21]([NH:20][CH2:19][C:18]([F:17])([F:24])[F:25])=[O:22])[CH:11]2[CH2:12][CH2:13][CH2:14][CH2:15][CH2:16]2)[CH2:2][CH2:3][CH2:4][CH2:5][CH2:6]1. Yields the product O=C(NCC(F)(F)F)NC(=O)N(C1CCCCC1)C1CCCCC1. The reactants are FC=1C=C(O[C@H]2CN(CC2)C(=O)OC(C)(C)C)C=CC1 ((R)-tert-butyl 3-(3-fluorophenoxy)pyrrolidine-1-carboxylate), ClC1=C(C(=O)NC2(CC2)C2=CC=C(C(=O)OC)C=C2)C=C(C=N1)Cl (methyl 4-(1-(2,5-dichloronicotinamido)cyclopropyl)benzoate). Yields the product ClC=1C=NC(=C(C(=O)NC2(CC2)C2=CC=C(C(=O)OC)C=C2)C1)N1C[C@@H](CC1)OC1=CC(=CC=C1)F ((R)-methyl 4-(1-(5-chloro-2-(3-(3-fluorophenoxy)pyrrolidin-1-yl)nicotinamido)cyclopropyl)benzoate). Isolated yield 106.4%. RXN SMILES: [F:1][C:2]1[CH:3]=[C:4]([CH:18]=[CH:19][CH:20]=1)[O:5][C@@H:6]1[CH2:10][CH2:9][N:8]([C:11](OC(C)(C)C)=O)[CH2:7]1.ClC1[N:43]=[CH:42][C:41]([Cl:44])=[CH:40][C:23]=1[C:24]([NH:26][C:27]1([C:30]2[CH:39]=[CH:38][C:33]([C:34]([O:36][CH3:37])=[O:35])=[CH:32][CH:31]=2)[CH2:29][CH2:28]1)=[O:25]>>[Cl:44][C:41]1[CH:42]=[N:43][C:11]([N:8]2[CH2:9][CH2:10][C@@H:6]([O:5][C:4]3[CH:18]=[CH:19][CH:20]=[C:2]([F:1])[CH:3]=3)[CH2:7]2)=[C:23]([CH:40]=1)[C:24]([NH:26][C:27]1([C:30]2[CH:31]=[CH:32][C:33]([C:34]([O:36][CH3:37])=[O:35])=[CH:38][CH:39]=2)[CH2:29][CH2:28]1)=[O:25]. Reported procedure: The title compound (D205) (96 mg) was prepared according to the experimental procedure described in Description 160 starting from (R)-tert-butyl 3-(3-fluorophenoxy)pyrrolidine-1-carboxylate (D47) (100 mg, 0.355 mmol) and reacting in the second step with methyl 4-(1-(2,5-dichloronicotinamido)cyclopropyl)benzoate (D97) (D021/056/3) (65 mg, 0.177 mmol).